Dataset: the Open Reaction Database (ORD), a public repository of structured organic reaction records. Task: describe an organic reaction: reactants, conditions, products, and yield Starting materials: C(C1=CC=CC=C1)N (benzylamine), ClC=1C2=C(N=C(N1)C=1C=NC=CC1)SC(=C2)C (4-chloro-2-(pyridin-3-yl)-6-methyl-thieno-[2,3-d]-pyrimidine). Yields the product N1=CC(=CC=C1)C=1N=C(C2=C(N1)SC(=C2)C)NCC2=CC=CC=C2 (2-(pyridin-3-yl)-4-benzylamino-6-methyl-thieno-[2,3-d]-pyrimidine). RXN SMILES: [CH2:1]([NH2:8])[C:2]1[CH:7]=[CH:6][CH:5]=[CH:4][CH:3]=1.Cl[C:10]1[C:11]2[CH:24]=[C:23]([CH3:25])[S:22][C:12]=2[N:13]=[C:14]([C:16]2[CH:17]=[N:18][CH:19]=[CH:20][CH:21]=2)[N:15]=1>>[N:18]1[CH:19]=[CH:20][CH:21]=[C:16]([C:14]2[N:15]=[C:10]([NH:8][CH2:1][C:2]3[CH:7]=[CH:6][CH:5]=[CH:4][CH:3]=3)[C:11]3[CH:24]=[C:23]([CH3:25])[S:22][C:12]=3[N:13]=2)[CH:17]=1. Procedure details: With the procedure of Example 1, the reaction of benzylamine with 4-chloro-2-(pyridin-3-yl)-6-methyl-thieno-[2,3-d]-pyrimidine yields 2-(pyridin-3-yl)-4-benzylamino-6-methyl-thieno-[2,3-d]-pyrimidine. The solvent is CO (methanol). Product: FC=1C(=CC(=C(C(=O)O)C1)OC)O[C@@H](C)C1=CC=NC=C1 (5-fluoro-2-methoxy-4-[1-(S)-(4-pyridyl)ethoxy]benzoic acid). Run at time 8 hour. RXN SMILES: [F:1][C:2]1[C:3]([O:14][C@H:15]([C:17]2[CH:22]=[CH:21][N:20]=[CH:19][CH:18]=2)[CH3:16])=[CH:4][C:5]([O:12][CH3:13])=[C:6]([CH:11]=1)[C:7]([O:9]C)=[O:8].[OH-].[Na+].Cl.O.CC#N>CO>[F:1][C:2]1[C:3]([O:14][C@H:15]([C:17]2[CH:22]=[CH:21][N:20]=[CH:19][CH:18]=2)[CH3:16])=[CH:4][C:5]([O:12][CH3:13])=[C:6]([CH:11]=1)[C:7]([OH:9])=[O:8] |f:1.2,4.5|. Procedure: To a stirred solution of methyl 5-fluoro-2-methoxy-4-[1-(S)-(4-pyridyl)ethoxy]benzoate (290 mg, 0.95 mmol) in methanol (5 mL) was added aqueous NaOH (396 μL, 3.6M). The reaction was stirred at ambient temperature overnight and then heated to 45° C. in an oil bath for another 24 h. The reaction pH was lowered to pH 3 using 1N HCl and the reaction mixture stripped down under reduced pressure. The white foam was lyophilized from H2O/CH3CN to afford the 5-fluoro-2-methoxy-4-[1-(S)-(4-pyridyl)ethoxy]... Reactants: FC=1C(=CC(=C(C(=O)OC)C1)OC)O[C@@H](C)C1=CC=NC=C1 (methyl 5-fluoro-2-methoxy-4-[1-(S)-(4-pyridyl)ethoxy]benzoate), [OH-].[Na+] (NaOH), O.CC#N (H2O CH3CN), Cl (HCl). Reactants: O=C(NCCOc1ccc(F)cc1)c1ccc(Cl)nn1, O=C(c1ccccc1C(F)(F)F)N1CCNCC1. The product is O=C(NCCOc1ccc(F)cc1)c1ccc(N2CCN(C(=O)c3ccccc3C(F)(F)F)CC2)nn1. Reaction SMILES: [F:1][c:2]1[cH:3][cH:4][c:5]([O:6][CH2:7][CH2:8][NH:9][C:10](=[O:11])[c:12]2[n:13][n:14][c:15]([Cl:18])[cH:16][cH:17]2)[cH:19][cH:20]1.[N:21]1([C:27](=[O:28])[c:29]2[c:30]([C:35]([F:36])([F:37])[F:38])[cH:31][cH:32][cH:33][cH:34]2)[CH2:22][CH2:23][NH:24][CH2:25][CH2:26]1>>[F:1][c:2]1[cH:3][cH:4][c:5]([O:6][CH2:7][CH2:8][NH:9][C:10](=[O:11])[c:12]2[n:13][n:14][c:15]([N:24]3[CH2:23][CH2:22][N:21]([C:27](=[O:28])[c:29]4[c:30]([C:35]([F:36])([F:37])[F:38])[cH:31][cH:32][cH:33][cH:34]4)[CH2:26][CH2:25]3)[cH:16][cH:17]2)[cH:19][cH:20]1. The reactants are O=C([O-])O, CCCCOC(=O)c1nc(O)c2ccc(Oc3ccc4oc(N(C)C)nc4c3)cc2c1O, CCCCOC(=O)c1nc(O)c2cc(Oc3ccc4oc(N(C)C)nc4c3)ccc2c1O, CC(Cl)Cl, [Na+], O=P(Cl)(Cl)Cl. The product is CCCCOC(=O)c1nc(Cl)c2ccc(Oc3ccc4oc(N(C)C)nc4c3)cc2c1O. Reaction SMILES: [C:70](=[O:71])([OH:72])[O-:73].[CH2:1]([CH2:2][CH2:3][CH3:4])[O:5][C:6](=[O:7])[c:8]1[n:9][c:10]([OH:32])[c:11]2[cH:12][cH:13][c:14]([O:19][c:20]3[cH:21][cH:22][c:23]4[c:24]([n:25][c:26]([N:28]([CH3:29])[CH3:30])[o:27]4)[cH:31]3)[cH:15][c:16]2[c:17]1[OH:18].[CH2:33]([O:34][C:35]([c:36]1[n:37][c:38]([OH:39])[c:40]2[c:41]([c:42]1[OH:43])[cH:44][cH:45][c:46]([O:47][c:48]1[cH:49][cH:50][c:51]3[o:52][c:53]([N:54]([CH3:55])[CH3:56])[n:57][c:58]3[cH:59]1)[cH:60]2)=[O:61])[CH2:62][CH2:63][CH3:64].[Cl:75][CH:76]([Cl:77])[CH3:78].[Na+:74].[P:65]([Cl:66])([Cl:67])([Cl:68])=[O:69]>>[CH2:1]([CH2:2][CH2:3][CH3:4])[O:5][C:6](=[O:7])[c:8]1[n:9][c:10]([Cl:67])[c:11]2[cH:12][cH:13][c:14]([O:19][c:20]3[cH:21][cH:22][c:23]4[c:24]([n:25][c:26]([N:28]([CH3:29])[CH3:30])[o:27]4)[cH:31]3)[cH:15][c:16]2[c:17]1[OH:18].